This data is from the Open Reaction Database (ORD), a public repository of structured organic reaction records. The task is: describe an organic reaction: reactants, conditions, products, and yield Starting materials: FC=1C=C2CC[C@]([C@H](C2=CC1)C(C)C)(O)CC(=O)OC(C)(C)C (tert-butyl (1S,2S)-(6-fluoro-2-hydroxy-1-isopropyl-1, 2,3,4-tetrahydronaphthalen-2-yl)acetate), C(=O)O (formic acid). The solvent is O (water). Conditions: temperature 25 celsius, time 4 hour. The product is FC=1C=C2CC[C@]([C@H](C2=CC1)C(C)C)(O)CC(=O)O ((1S,2S)-(6-fluoro-2-hydroxy-l-isopropyl-1, 2,3,4-tetrahydronaphthalen-2-yl)acetic acid). Isolated yield 63.7%. As a reaction SMILES: [F:1][C:2]1[CH:3]=[C:4]2[C:9](=[CH:10][CH:11]=1)[C@H:8]([CH:12]([CH3:14])[CH3:13])[C@:7]([CH2:16][C:17]([O:19]C(C)(C)C)=[O:18])([OH:15])[CH2:6][CH2:5]2.C(O)=O>O>[F:1][C:2]1[CH:3]=[C:4]2[C:9](=[CH:10][CH:11]=1)[C@H:8]([CH:12]([CH3:14])[CH3:13])[C@:7]([CH2:16][C:17]([OH:19])=[O:18])([OH:15])[CH2:6][CH2:5]2. Procedure details: A mixture of 3.02 g crude tert-butyl (1S,2S)-(6-fluoro-2-hydroxy-1-isopropyl-1, 2,3,4-tetrahydronaphthalen-2-yl)acetate and 8 mL 96% formic acid was stirred at 25° C. for four hours. The solution was diluted with 6 mL water; then heated to 75° C and filtered. The filtrate was slowly cooled to 25° C. with stirring. The resulting suspension was cooled to 0° C., stirred for one hour, and suction filtered. The precipitate was washed with 15 mL water, air dried at 25° C. for one hour, then oven dried...